Dataset: the Open Reaction Database (ORD), a public repository of structured organic reaction records. Task: describe an organic reaction: reactants, conditions, products, and yield The reactants are ClC1=C(OC2CN(C2)C(=O)Cl)C(=CC=C1)C (3-(2-chloro-6-methylphenoxy)-1-azetidinecarbonyl chloride), [OH-].[NH4+] (ammonium hydroxide). Run in O (water), O1CCCC1 (tetrahydrofuran). Run at time 72 hour. The product is ClC1=C(OC2CN(C2)C(=O)N)C(=CC=C1)C (3-(2-Chloro-6-methylphenoxy)-1-azetidinecarboxamide). Isolated yield 77.6%. As a reaction SMILES: [Cl:1][C:2]1[CH:15]=[CH:14][CH:13]=[C:12]([CH3:16])[C:3]=1[O:4][CH:5]1[CH2:8][N:7]([C:9](Cl)=[O:10])[CH2:6]1.[OH-].[NH4+:18]>O1CCCC1.O>[Cl:1][C:2]1[CH:15]=[CH:14][CH:13]=[C:12]([CH3:16])[C:3]=1[O:4][CH:5]1[CH2:8][N:7]([C:9]([NH2:18])=[O:10])[CH2:6]1 |f:1.2|. Reported procedure: A stirred solution of 3.9 g (0.015 mole) of 3-(2-chloro-6-methylphenoxy)-1-azetidinecarbonyl chloride in 20 mL of tetrahydrofuran was treated all at once with 2.8 mL (0.045 mole) of 57% ammonium hydroxide. After stirring for 72 h the reaction mixture was diluted with 200 mL of water and the precipitated product collected by filtration (3.6 g of pale yellow product). Recrystallization from benzene yielded 2.8 g (69.2%) of fine white crystals, mp 256°-157° C. Reactants: BrC1=CC=C(CC=2C(=NN3C2N=C(C=C3C)C)CC)C=C1 (3-(4-bromo-benzyl)-2-ethyl-5,7-dimethyl-pyrazolo[1,5-a]pyrimidine), [N-]=[N+]=[N-].[Na+] (sodium azide), CNCCNC (N,N′-dimethylethylenediamine), O=C1C(O)=C([O-])[C@H](O1)[C@@H](O)CO.[Na+] (sodium ascorbate). Reagents/catalysts: [Cu]I (copper(I) iodide). The solvent is CCOC(=O)C (EtOAc), C(C)O (ethanol), O (water). Yields the product N(=[N+]=[N-])C1=CC=C(CC=2C(=NN3C2N=C(C=C3C)C)CC)C=C1 (3-(4-azido-benzyl)-2-ethyl-5,7-dimethyl-pyrazolo[1,5-a]pyrimidine). As a reaction SMILES: Br[C:2]1[CH:21]=[CH:20][C:5]([CH2:6][C:7]2[C:8]([CH2:18][CH3:19])=[N:9][N:10]3[C:15]([CH3:16])=[CH:14][C:13]([CH3:17])=[N:12][C:11]=23)=[CH:4][CH:3]=1.[N-:22]=[N+:23]=[N-:24].[Na+].CNCCNC.O=C1O[C@H]([C@H](CO)O)C([O-])=C1O.[Na+]>C(O)C.CCOC(C)=O.[Cu]I.O>[N:22]([C:2]1[CH:21]=[CH:20][C:5]([CH2:6][C:7]2[C:8]([CH2:18][CH3:19])=[N:9][N:10]3[C:15]([CH3:16])=[CH:14][C:13]([CH3:17])=[N:12][C:11]=23)=[CH:4][CH:3]=1)=[N+:23]=[N-:24] |f:1.2,4.5|. Procedure: A vial containing 3-(4-bromo-benzyl)-2-ethyl-5,7-dimethyl-pyrazolo[1,5-a]pyrimidine (3) (10 g, 29.0 mmol), sodium azide (3.78 g, 58.1 mmol), copper(I) iodide (0.553 g, 2.90 mmol), N,N′-dimethylethylenediamine (0.469 ml, 4.36 mmol) and sodium ascorbate (0.288 g, 1.452 mmol) in ethanol (45 ml)/water (15.00 ml) was submitted to microwave irradiations for 1 h at 100° C. The reaction was diluted with EtOAc and washed with sat aqu Na2 CO3, water and brine. The organic layer was dried over anhydrous Na...